Dataset: the Open Reaction Database (ORD), a public repository of structured organic reaction records. Task: describe an organic reaction: reactants, conditions, products, and yield The reactants are C1(CCCC1)C=1N=C(SC1)/C=C/C=1C=C(C=CC1)N ((E)-3-[2-[4-(cyclopentyl)-2-thiazolyl]ethenyl]benzeneamine), C1(CC=2C(C(=O)O1)=CC=CC2)=O (homophthalic anhydride). The solvent is C1(=CC=CC=C1)C (toluene). The product is C1(CCCC1)C=1N=C(SC1)/C=C/C=1C=C(C=CC1)NC(CC1=C(C(=O)O)C=CC=C1)=O ((E)-2-[2-[3-[2-[4-(cyclopentyl)-2-thiazolyl]ethenyl]phenylamino]-2-oxoethyl]benzoic acid). Yield: 86.8%. As a reaction SMILES: [CH:1]1([C:6]2[N:7]=[C:8](/[CH:11]=[CH:12]/[C:13]3[CH:14]=[C:15]([NH2:19])[CH:16]=[CH:17][CH:18]=3)[S:9][CH:10]=2)[CH2:5][CH2:4][CH2:3][CH2:2]1.[C:20]1(=[O:31])[O:26][C:24](=[O:25])[C:23]2=[CH:27][CH:28]=[CH:29][CH:30]=[C:22]2[CH2:21]1>C1(C)C=CC=CC=1>[CH:1]1([C:6]2[N:7]=[C:8](/[CH:11]=[CH:12]/[C:13]3[CH:14]=[C:15]([NH:19][C:20](=[O:31])[CH2:21][C:22]4[CH:30]=[CH:29][CH:28]=[CH:27][C:23]=4[C:24]([OH:26])=[O:25])[CH:16]=[CH:17][CH:18]=3)[S:9][CH:10]=2)[CH2:5][CH2:4][CH2:3][CH2:2]1. Reported procedure: A solution of 2.7 g of (E)-3-[2-[4-(cyclopentyl)-2-thiazolyl]ethenyl]benzeneamine, 1.78 g of homophthalic anhydride and 40 ml of toluene was heated to reflux for 0.5 hr. Cooling and filtration yielded 3.75 g of (E)-2-[2-[3-[2-[4-(cyclopentyl)-2-thiazolyl]ethenyl]phenylamino]-2-oxoethyl]benzoic acid; m.p. 209°-210° C. from tetrahydrofuran. The reactants are C1(=CC=CC=C1)C(=CN1C(NCC1)=N[N+](=O)[O-])C1=CC=CC=C1 (1-(2,2-diphenylvinyl)-2-nitroiminoimidazolidine), CS(=O)C (dimethylsulfoxide), ClC1=NC=C(C=C1)CCl (2-chloro-5-chloromethylpyridine), C([O-])([O-])=O.[K+].[K+] (potassium carbonate). Solvent: C(C)(=O)OCC (ethyl acetate), O (water). Run at temperature 60 celsius, time 2 hour. Product: ClC1=NC=C(C=C1)CN1C(N(CC1)C=C(C1=CC=CC=C1)C1=CC=CC=C1)=N[N+](=O)[O-] (1-(2-chloropyridin-5-ylmethyl)-2-nitroimino-3-(2,2-diphenylvinyl)imidazolidine). Yield: 60.0%. Reaction SMILES: [C:1]1([C:7]([C:18]2[CH:23]=[CH:22][CH:21]=[CH:20][CH:19]=2)=[CH:8][N:9]2[CH2:13][CH2:12][NH:11][C:10]2=[N:14][N+:15]([O-:17])=[O:16])[CH:6]=[CH:5][CH:4]=[CH:3][CH:2]=1.[Cl:24][C:25]1[CH:30]=[CH:29][C:28]([CH2:31]Cl)=[CH:27][N:26]=1.C(=O)([O-])[O-].[K+].[K+].CS(C)=O>C(OCC)(=O)C.O>[Cl:24][C:25]1[CH:30]=[CH:29][C:28]([CH2:31][N:11]2[CH2:12][CH2:13][N:9]([CH:8]=[C:7]([C:1]3[CH:2]=[CH:3][CH:4]=[CH:5][CH:6]=3)[C:18]3[CH:23]=[CH:22][CH:21]=[CH:20][CH:19]=3)[C:10]2=[N:14][N+:15]([O-:17])=[O:16])=[CH:27][N:26]=1 |f:2.3.4|. Procedure details: A mixture comprising 15.4 g of 1-(2,2-diphenylvinyl)-2-nitroiminoimidazolidine, 8.1 g of 2-chloro-5-chloromethylpyridine, 6.9 g of potassium carbonate and 80 ml of dimethylsulfoxide was stirred at 60° C. for 2 hours. The reaction mixture was poured into water, extracted with ethyl acetate, washed with water, dried (with anhydrous MgSO4) and concentrated to give a crude product. To this was added 100 ml of ethyl acetate for recrystallization, and 13 g of 1-(2-chloropyridin-5-ylmethyl)-2-nitroimin... Reaction SMILES: [Br:30][c:31]1[cH:32][cH:33][c:34]([S:37](=[O:38])(=[O:39])[Cl:40])[cH:35][cH:36]1.[CH:21]([N:22]([CH2:23][CH3:24])[CH:25]([CH3:26])[CH3:27])([CH3:28])[CH3:29].[Cl:41][CH2:42][Cl:43].[ClH:1].[OH:2][CH2:3][CH2:4][CH2:5][N:6]([C:7]([CH2:8][CH2:9][O:10][CH:11]1[CH2:12][CH2:13][CH:14]([NH:17][CH3:18])[CH2:15][CH2:16]1)=[O:19])[CH3:20]>>[OH:2][CH2:3][CH2:4][CH2:5][N:6]([C:7]([CH2:8][CH2:9][O:10][CH:11]1[CH2:12][CH2:13][CH:14]([N:17]([CH3:18])[S:37]([c:34]2[cH:33][cH:32][c:31]([Br:30])[cH:36][cH:35]2)(=[O:38])=[O:39])[CH2:15][CH2:16]1)=[O:19])[CH3:20]. Product: CN(CCCO)C(=O)CCOC1CCC(N(C)S(=O)(=O)c2ccc(Br)cc2)CC1. Reactants: O=S(=O)(Cl)c1ccc(Br)cc1, CCN(C(C)C)C(C)C, ClCCl, Cl, CNC1CCC(OCCC(=O)N(C)CCCO)CC1. Reactants: CN1CCN(c2ccc(NC(=O)OCC(Cl)(Cl)Cl)cn2)CC1, CS(C)=O, CCN(C(C)C)C(C)C, O, c1ccc(-c2nsc(N3CCNCC3)n2)cc1. Product: CN1CCN(c2ccc(NC(=O)N3CCN(c4nc(-c5ccccc5)ns4)CC3)cn2)CC1. As a reaction SMILES: [CH3:1][N:2]1[CH2:3][CH2:4][N:5]([c:8]2[cH:9][cH:10][c:11]([NH:14][C:15]([O:16][CH2:17][C:18]([Cl:19])([Cl:20])[Cl:21])=[O:22])[cH:12][n:13]2)[CH2:6][CH2:7]1.[CH3:50][S:51](=[O:52])[CH3:53].[CH:40]([N:41]([CH:42]([CH3:43])[CH3:44])[CH2:45][CH3:46])([CH3:47])[CH3:48].[OH2:49].[c:23]1(-[c:29]2[n:30][s:31][c:32]([N:34]3[CH2:35][CH2:36][NH:37][CH2:38][CH2:39]3)[n:33]2)[cH:24][cH:25][cH:26][cH:27][cH:28]1>>[CH3:1][N:2]1[CH2:3][CH2:4][N:5]([c:8]2[cH:9][cH:10][c:11]([NH:14][C:15](=[O:22])[N:37]3[CH2:36][CH2:35][N:34]([c:32]4[s:31][n:30][c:29](-[c:23]5[cH:24][cH:25][cH:26][cH:27][cH:28]5)[n:33]4)[CH2:39][CH2:38]3)[cH:12][n:13]2)[CH2:6][CH2:7]1. Starting materials: [Ag+2], CO, COC(=O)c1ccc(-c2ccc(OC)cc2F)c(F)c1, [I-], O=S(=O)([O-])[O-]. Yields the product COC(=O)c1ccc(-c2cc(I)c(OC)cc2F)c(F)c1. As a reaction SMILES: [Ag+2:27].[CH3:28][OH:29].[F:1][c:2]1[c:3](-[c:12]2[c:13]([F:20])[cH:14][c:15]([O:18][CH3:19])[cH:16][cH:17]2)[cH:4][cH:5][c:6]([C:8](=[O:9])[O:10][CH3:11])[cH:7]1.[I-:21].[S:22]([O-:23])([O-:24])(=[O:25])=[O:26]>>[F:1][c:2]1[c:3](-[c:12]2[c:13]([F:20])[cH:14][c:15]([O:18][CH3:19])[c:16]([I:21])[cH:17]2)[cH:4][cH:5][c:6]([C:8](=[O:9])[O:10][CH3:11])[cH:7]1. Starting materials: CCOC(=O)Cn1ncc2c1CCCC2NS(=O)(=O)c1cc(F)cc(C(F)(F)F)c1, CCO, CN(C)C=O, Cl, [H-], [Na+]. Product: CCOC(=O)Cn1ncc2c1CCCC2NS(=O)(=O)c1cc(OCC)cc(C(F)(F)F)c1. RXN SMILES: [CH2:1]([CH3:2])[O:3][C:4]([CH2:5][n:6]1[n:7][cH:8][c:9]2[c:14]1[CH2:13][CH2:12][CH2:11][CH:10]2[NH:15][S:16](=[O:17])(=[O:18])[c:19]1[cH:20][c:21]([F:29])[cH:22][c:23]([C:25]([F:26])([F:27])[F:28])[cH:24]1)=[O:30].[CH3:33][CH2:34][OH:35].[CH3:37][N:38]([CH3:39])[CH:40]=[O:41].[ClH:36].[H-:31].[Na+:32]>>[CH2:1]([CH3:2])[O:3][C:4]([CH2:5][n:6]1[n:7][cH:8][c:9]2[c:14]1[CH2:13][CH2:12][CH2:11][CH:10]2[NH:15][S:16](=[O:17])(=[O:18])[c:19]1[cH:20][c:21]([O:35][CH2:34][CH3:33])[cH:22][c:23]([C:25]([F:26])([F:27])[F:28])[cH:24]1)=[O:30]. Reaction SMILES: [NH2:1][C:2]1[CH:7]=[CH:6][C:5]([CH2:8][C:9]([N:21]([CH3:23])[CH3:22])([CH2:19][CH3:20])[C:10]([C:12]2[CH:17]=[CH:16][C:15](F)=[CH:14][CH:13]=2)=[O:11])=[CH:4][CH:3]=1.[CH2:24]([CH2:26][NH2:27])[OH:25]>>[NH2:1][C:2]1[CH:7]=[CH:6][C:5]([CH2:8][C:9]([N:21]([CH3:23])[CH3:22])([CH2:19][CH3:20])[C:10]([C:12]2[CH:17]=[CH:16][C:15]([NH:27][CH2:26][CH2:24][OH:25])=[CH:14][CH:13]=2)=[O:11])=[CH:4][CH:3]=1. Procedure details: 23.5 g (0.078 mol) 2-[(4-aminophenyl)methyl]-1-(4-fluorophenyl)-2-dimethylamino-1-butanone are reacted with ethanol amine (33.4 g, 0.55 mol) under conditions as described for example 1.2. The crude product obtained is purified by first by filtration over silica gel using hexane/ethyl acetate 1:1→ethyl acetate as the eluent, followed by flash chromatography on silica gel (eluant: ethyl acetate). 10.2 g (37%) 2-[(4-aminophenyl)methyl]-1-[4-(2-hydroxyethyamino)phenyl]-2-dimethylamino-1-butanone are... Reactants: NC1=CC=C(C=C1)CC(C(=O)C1=CC=C(C=C1)F)(CC)N(C)C (2-[(4-aminophenyl)methyl]-1-(4-fluorophenyl)-2-dimethylamino-1-butanone), C(O)CN (ethanol amine). The yield is 36.8%. Yields the product NC1=CC=C(C=C1)CC(C(=O)C1=CC=C(C=C1)NCCO)(CC)N(C)C (2-[(4-aminophenyl)methyl]-1-[4-(2-hydroxyethyamino)phenyl]-2-dimethylamino-1-butanone).